Dataset: the Open Reaction Database (ORD), a public repository of structured organic reaction records. Task: describe an organic reaction: reactants, conditions, products, and yield Starting materials: C1CCOC1, CC(C)C[AlH]CC(C)C, CCOCC, Cc1cc(Cl)ccc1C#N. The product is Cc1cc(Cl)ccc1C=O. RXN SMILES: [CH2:25]1[O:26][CH2:27][CH2:28][CH2:29]1.[CH3:11][CH:12]([CH2:13][AlH:14][CH2:15][CH:16]([CH3:17])[CH3:18])[CH3:19].[CH3:20][CH2:21][O:22][CH2:23][CH3:24].[Cl:1][c:2]1[cH:3][c:4]([CH3:10])[c:5]([C:6]#[N:7])[cH:8][cH:9]1>>[Cl:1][c:2]1[cH:3][c:4]([CH3:10])[c:5]([CH:6]=[O:22])[cH:8][cH:9]1. Starting materials: CNCCN(C)C, CN1CCCC1=O, Cc1cc(-c2sc(N)nc2C)nc(S(C)=O)n1. The product is Cc1cc(-c2sc(N)nc2C)nc(N(C)CCN(C)C)n1. As a reaction SMILES: [CH3:1][N:2]([CH2:3][CH2:4][NH:5][CH3:6])[CH3:7].[CH3:25][N:26]1[CH2:27][CH2:28][CH2:29][C:30]1=[O:31].[CH3:8][S:9](=[O:10])[c:11]1[n:12][c:13]([CH3:24])[cH:14][c:15](-[c:17]2[c:18]([CH3:23])[n:19][c:20]([NH2:22])[s:21]2)[n:16]1>>[CH3:1][N:2]([CH2:3][CH2:4][N:5]([CH3:6])[c:11]1[n:12][c:13]([CH3:24])[cH:14][c:15](-[c:17]2[c:18]([CH3:23])[n:19][c:20]([NH2:22])[s:21]2)[n:16]1)[CH3:7]. The reactants are NC1=CC=C(C=C1)C1=CC=C(C=C1)C(CC(C(=O)OCC)CCOC)=O (ethyl 4-(4′-amino-1,1′-biphenyl-4-yl)-2-(2-methoxyethyl)-4oxobutanoate), ClC=1SC2=C(N1)C=CC=C2 (2-chloro-benzothiazole), CO (methanol), [OH-].[Na+] (NaOH). Solvent: C(CCC)O (butanol). Conditions: temperature 90 celsius, time 8 hour. Product: S1C(=NC2=C1C=CC=C2)NC2=CC=C(C=C2)C2=CC=C(C=C2)C(CC(C(=O)O)CCOC)=O (4-[4′-(1,3-benzothiazol-2-ylamino)-1,1′-biphenyl-4-yl]-2-(2-methoxyethyl)-4-oxobutanoic acid). Yield: 31.0%. As a reaction SMILES: [NH2:1][C:2]1[CH:7]=[CH:6][C:5]([C:8]2[CH:13]=[CH:12][C:11]([C:14](=[O:26])[CH2:15][CH:16]([CH2:22][CH2:23][O:24][CH3:25])[C:17]([O:19]CC)=[O:18])=[CH:10][CH:9]=2)=[CH:4][CH:3]=1.Cl[C:28]1[S:29][C:30]2[CH:36]=[CH:35][CH:34]=[CH:33][C:31]=2[N:32]=1.[OH-].[Na+].CO>C(O)CCC>[S:29]1[C:30]2[CH:36]=[CH:35][CH:34]=[CH:33][C:31]=2[N:32]=[C:28]1[NH:1][C:2]1[CH:3]=[CH:4][C:5]([C:8]2[CH:9]=[CH:10][C:11]([C:14](=[O:26])[CH2:15][CH:16]([CH2:22][CH2:23][O:24][CH3:25])[C:17]([OH:19])=[O:18])=[CH:12][CH:13]=2)=[CH:6][CH:7]=1 |f:2.3|. Reported procedure: To a solution of ethyl 4-(4′-amino-1,1′-biphenyl-4-yl)-2-(2-methoxyethyl)-4oxobutanoate (75 mg, 0.21 mmol) in butanol (4 mL), 2-chloro-benzothiazole (43 mg, 0.25 mmol) was added and the reaction mixture was heated at 90° C. overnight. The solvent was removed by rotary evaporation, the residue was redissolved in DMF (1 mL), a solution of 1 N aqueous NaOH (0.63 mL, 0.63 mmol) was added, and the mixture was stirred at rt overnight. A solution of 1 N aqueous HC1 (0.3 mL, 0.3 mmol) and methanol (5 mL... The reactants are Cl (hydrochloric acid), ClC1=C(C=CC=C1)C1CC(C=2C(=CN=NC2C1)C)=O (7-(2-chlorophenyl)-4-methyl-5,6,7,8-tetrahydrocinnolin-5-one), C(=N)(N)NN.Cl (aminoguanidine hydrochloride). The solvent is C(C)O (ethanol). The product is Cl.ClC1=C(C=CC=C1)C1CC(C=2C(=CN=NC2C1)C)=NNC(=N)N (7-(2-chlorophenyl)-5-guanidinoimino-4-methyl-5,6,7,8-tetrahydrocinnoline hydrochloride). Isolated yield 174.7%. As a reaction SMILES: [Cl:1][C:2]1[CH:7]=[CH:6][CH:5]=[CH:4][C:3]=1[CH:8]1[CH2:17][C:16]2[N:15]=[N:14][CH:13]=[C:12]([CH3:18])[C:11]=2[C:10](=O)[CH2:9]1.[C:20]([NH:23][NH2:24])([NH2:22])=[NH:21].Cl.Cl>C(O)C>[ClH:1].[Cl:1][C:2]1[CH:7]=[CH:6][CH:5]=[CH:4][C:3]=1[CH:8]1[CH2:17][C:16]2[N:15]=[N:14][CH:13]=[C:12]([CH3:18])[C:11]=2[C:10](=[N:24][NH:23][C:20]([NH2:22])=[NH:21])[CH2:9]1 |f:1.2,5.6|. Reported procedure: To a mixture of 7-(2-chlorophenyl)-4-methyl-5,6,7,8-tetrahydrocinnolin-5-one (0.218 g) and aminoguanidine hydrochloride (94 mg) were added ethanol (5 ml) and concentrated hydrochloric acid (0.1 ml), and the mixture was refluxed for 1.5 hours and cooled. Precipitated crystals were filtered, washed with ethanol and dried to give 7-(2-chlorophenyl)-5-guanidinoimino-4-methyl-5,6,7,8-tetrahydrocinnoline hydrochloride (Compound 129) (0.255 g) as crystals. Reactants: CO, Cl, Cc1c(C=O)c2cc(F)ccc2n1-c1ccc(OCc2ccccc2)cc1, NO, c1ccncc1. Yields the product Cc1c(C=NO)c2cc(F)ccc2n1-c1ccc(OCc2ccccc2)cc1. Reaction SMILES: [CH3:31][OH:32].[ClH:28].[F:1][c:2]1[cH:3][c:4]2[c:5]([CH:26]=[O:27])[c:6]([CH3:25])[n:7](-[c:11]3[cH:12][cH:13][c:14]([O:17][CH2:18][c:19]4[cH:20][cH:21][cH:22][cH:23][cH:24]4)[cH:15][cH:16]3)[c:8]2[cH:9][cH:10]1.[NH2:29][OH:30].[cH:33]1[cH:34][cH:35][n:36][cH:37][cH:38]1>>[F:1][c:2]1[cH:3][c:4]2[c:5]([CH:26]=[N:29][OH:30])[c:6]([CH3:25])[n:7](-[c:11]3[cH:12][cH:13][c:14]([O:17][CH2:18][c:19]4[cH:20][cH:21][cH:22][cH:23][cH:24]4)[cH:15][cH:16]3)[c:8]2[cH:9][cH:10]1. Reactants: CCOC(OCC)c1cc(-c2ccc(N)cc2)nn1C, O=C(Cl)OCc1ccccc1, ClCCl, c1ccncc1. Yields the product CCOC(OCC)c1cc(-c2ccc(NC(=O)OCc3ccccc3)cc2)nn1C. As a reaction SMILES: [CH2:1]([CH3:2])[O:3][CH:4]([c:5]1[cH:6][c:7](-[c:11]2[cH:12][cH:13][c:14]([NH2:15])[cH:16][cH:17]2)[n:8][n:9]1[CH3:10])[O:18][CH2:19][CH3:20].[Cl:27][C:28](=[O:29])[O:30][CH2:31][c:32]1[cH:33][cH:34][cH:35][cH:36][cH:37]1.[Cl:38][CH2:39][Cl:40].[cH:21]1[cH:22][cH:23][n:24][cH:25][cH:26]1>>[CH2:1]([CH3:2])[O:3][CH:4]([c:5]1[cH:6][c:7](-[c:11]2[cH:12][cH:13][c:14]([NH:15][C:28](=[O:29])[O:30][CH2:31][c:32]3[cH:33][cH:34][cH:35][cH:36][cH:37]3)[cH:16][cH:17]2)[n:8][n:9]1[CH3:10])[O:18][CH2:19][CH3:20].